This data is from the Open Reaction Database (ORD), a public repository of structured organic reaction records. The task is: describe an organic reaction: reactants, conditions, products, and yield The yield is 125.0%. Yields the product C(C1=CC=CC=C1)OC(=O)N1CCN(CC1)C1CNC1 (4-Azetidin-3-yl-piperazine-1-carboxylic acid benzyl ester). Procedure details: To a solution of compound 8b (3.4 g, 7.7 mmol) in CH2Cl2 was added 1-chloroethyl chloroformate (2.5 mL, 23.1 mmol) at 0° C. under a N2 atmosphere. The ice bath was removed and the reaction stirred for 2 h. The organic phase was concentrated under reduced pressure, and MeOH was added to the resultant residue. The reaction was refluxed for 2 h at which time the solvent was removed under reduced pressure. The residue was partitioned between chloroform and aqueous HCl (1N). The aqueous layer was sep... Reaction conditions: time 2 hour. Run in C(Cl)Cl (CH2Cl2). Reaction SMILES: [CH2:1]([O:8][C:9]([N:11]1[CH2:16][CH2:15][N:14]([CH:17]2[CH2:20][N:19](C(C3C=CC=CC=3)C3C=CC=CC=3)[CH2:18]2)[CH2:13][CH2:12]1)=[O:10])[C:2]1[CH:7]=[CH:6][CH:5]=[CH:4][CH:3]=1.ClC(OC(Cl)C)=O>C(Cl)Cl>[CH2:1]([O:8][C:9]([N:11]1[CH2:12][CH2:13][N:14]([CH:17]2[CH2:18][NH:19][CH2:20]2)[CH2:15][CH2:16]1)=[O:10])[C:2]1[CH:7]=[CH:6][CH:5]=[CH:4][CH:3]=1. Starting materials: C(C1=CC=CC=C1)OC(=O)N1CCN(CC1)C1CN(C1)C(C1=CC=CC=C1)C1=CC=CC=C1 (4-(1-Benzhydryl-azetidin-3-yl)-piperazine-1-carboxylic acid benzyl ester), ClC(=O)OC(C)Cl (1-chloroethyl chloroformate).